Task: describe an organic reaction: reactants, conditions, products, and yield. Dataset: the Open Reaction Database (ORD), a public repository of structured organic reaction records Starting materials: CC1CN(c2ccc(Br)cc2C=O)CC(C)O1, Cc1ccccc1, [Na+], O=C([O-])O, O, OCCO, Cc1ccccc1S(=O)(=O)O. The product is CC1CN(c2ccc(Br)cc2C2OCCO2)CC(C)O1. RXN SMILES: [Br:1][c:2]1[cH:3][cH:4][c:5]([N:10]2[CH2:11][CH:12]([CH3:17])[O:13][CH:14]([CH3:16])[CH2:15]2)[c:6]([CH:7]=[O:8])[cH:9]1.[CH3:39][c:40]1[cH:41][cH:42][cH:43][cH:44][cH:45]1.[Na+:38].[O-:34][C:35]([OH:36])=[O:37].[OH2:18].[OH:30][CH2:31][CH2:32][OH:33].[c:19]1([CH3:20])[c:21]([S:22]([OH:23])(=[O:24])=[O:25])[cH:26][cH:27][cH:28][cH:29]1>>[Br:1][c:2]1[cH:3][cH:4][c:5]([N:10]2[CH2:11][CH:12]([CH3:17])[O:13][CH:14]([CH3:16])[CH2:15]2)[c:6]([CH:7]2[O:8][CH2:32][CH2:31][O:30]2)[cH:9]1. Isolated yield 99.0%. The product is C(C1=CC=C(C(=O)O)C=C1)(=O)N (terephthalic acid monoamide). Starting materials: C1(=CC=CC=C1)OC(C1=CC=C(C(=O)[O-])C=C1)=O (monophenylterephthalate), liquid, N (ammonia). Procedure: 6.0 grams (0.025 mols) of monophenylterephthalate were brought together with 26.2 grams of liquid ammonia for reaction under the same conditions specified in Example 10. After working up the product as in all of the preceding examples, there were obtained 4.1 grams (99% of theory) of terephthalic acid monoamide. As a reaction SMILES: C1([O:7][C:8](=[O:18])[C:9]2[CH:17]=[CH:16][C:12]([C:13]([O-])=[O:14])=[CH:11][CH:10]=2)C=CC=CC=1.[NH3:19]>>[C:13]([NH2:19])(=[O:14])[C:12]1[CH:16]=[CH:17][C:9]([C:8]([OH:7])=[O:18])=[CH:10][CH:11]=1.